The task is: describe an organic reaction: reactants, conditions, products, and yield. This data is from the Open Reaction Database (ORD), a public repository of structured organic reaction records. Reactants: C=C(c1cccc(OC2CCCCO2)c1)C(NC(=O)OC(C)(C)C)C(=O)OCC, COCCOC, Cl, [Li+], [OH-], O, O. The product is C=C(c1cccc(OC2CCCCO2)c1)C(NC(=O)OC(C)(C)C)C(=O)O. As a reaction SMILES: [C:1]([CH3:2])([CH3:3])([CH3:4])[O:5][C:6](=[O:7])[NH:8][CH:9]([C:10](=[O:11])[O:12][CH2:13][CH3:14])[C:15](=[CH2:16])[c:17]1[cH:18][c:19]([O:23][CH:24]2[O:25][CH2:26][CH2:27][CH2:28][CH2:29]2)[cH:20][cH:21][cH:22]1.[CH2:34]([CH2:35][O:36][CH3:37])[O:38][CH3:39].[ClH:33].[Li+:32].[OH-:31].[OH2:30].[OH2:40]>>[C:1]([CH3:2])([CH3:3])([CH3:4])[O:5][C:6](=[O:7])[NH:8][CH:9]([C:10](=[O:11])[OH:12])[C:15](=[CH2:16])[c:17]1[cH:18][c:19]([O:23][CH:24]2[O:25][CH2:26][CH2:27][CH2:28][CH2:29]2)[cH:20][cH:21][cH:22]1. The reactants are C1CCOC1, CO, [Na+], [OH-], COC(=O)c1cccc(C(=O)NC(Cc2ccccc2)C(O)CNCc2cncc(C(C)C)c2)c1. The product is CC(C)c1cncc(CNCC(O)C(Cc2ccccc2)NC(=O)c2cccc(C(=O)O)c2)c1. Reaction SMILES: [CH2:40]1[O:41][CH2:42][CH2:43][CH2:44]1.[CH3:38][OH:39].[Na+:37].[OH-:36].[OH:1][CH:2]([CH:3]([CH2:4][c:5]1[cH:6][cH:7][cH:8][cH:9][cH:10]1)[NH:11][C:12](=[O:13])[c:14]1[cH:15][c:16]([C:17](=[O:18])[O:19][CH3:20])[cH:21][cH:22][cH:23]1)[CH2:24][NH:25][CH2:26][c:27]1[cH:28][n:29][cH:30][c:31]([CH:33]([CH3:34])[CH3:35])[cH:32]1>>[OH:1][CH:2]([CH:3]([CH2:4][c:5]1[cH:6][cH:7][cH:8][cH:9][cH:10]1)[NH:11][C:12](=[O:13])[c:14]1[cH:15][c:16]([C:17](=[O:18])[OH:19])[cH:21][cH:22][cH:23]1)[CH2:24][NH:25][CH2:26][c:27]1[cH:28][n:29][cH:30][c:31]([CH:33]([CH3:34])[CH3:35])[cH:32]1. The reactants are C=C(C)C, Cc1ccc(-c2ccccc2C(=O)O)cc1, Cc1ccccc1, [Mg+2], O=S(=O)([O-])[O-], O, O=S(=O)(O)O. Yields the product Cc1ccc(-c2ccccc2C(=O)OC(C)(C)C)cc1. RXN SMILES: [CH2:28]=[C:29]([CH3:30])[CH3:31].[CH3:12][c:13]1[cH:14][cH:15][c:16](-[c:19]2[c:20]([C:25](=[O:26])[OH:27])[cH:21][cH:22][cH:23][cH:24]2)[cH:17][cH:18]1.[CH3:33][c:34]1[cH:35][cH:36][cH:37][cH:38][cH:39]1.[Mg+2:1].[O-:2][S:3](=[O:4])(=[O:5])[O-:6].[OH2:32].[S:7](=[O:8])(=[O:9])([OH:10])[OH:11]>>[CH3:12][c:13]1[cH:14][cH:15][c:16](-[c:19]2[c:20]([C:25](=[O:26])[O:27][C:29]([CH3:28])([CH3:30])[CH3:31])[cH:21][cH:22][cH:23][cH:24]2)[cH:17][cH:18]1. The reactants are C(#N)C1=C(C=C(C=C1)N([C@@H](C)C(=O)O)CC1CC1)C(F)(F)F (N-[4-cyano-3-(trifluoromethyl)phenyl]-N-(cyclopropylmethyl)alanine), C(C)N (ethylamine). Product: C(#N)C1=C(C=C(C=C1)N([C@@H](C)C(=O)NCC)CC1CC1)C(F)(F)F (N2-[4-Cyano-3-(trifluoromethyl)phenyl]-N2-(cyclopropylmethyl)-N1-ethylalaninamide). RXN SMILES: [C:1]([C:3]1[CH:8]=[CH:7][C:6]([N:9]([CH2:15][CH:16]2[CH2:18][CH2:17]2)[C@H:10]([C:12]([OH:14])=O)[CH3:11])=[CH:5][C:4]=1[C:19]([F:22])([F:21])[F:20])#[N:2].[CH2:23]([NH2:25])[CH3:24]>>[C:1]([C:3]1[CH:8]=[CH:7][C:6]([N:9]([CH2:15][CH:16]2[CH2:17][CH2:18]2)[C@H:10]([C:12]([NH:25][CH2:23][CH3:24])=[O:14])[CH3:11])=[CH:5][C:4]=1[C:19]([F:22])([F:20])[F:21])#[N:2]. Reported procedure: Synthesized as described in example 3 using N-[4-cyano-3-(trifluoromethyl)phenyl]-N-(cyclopropylmethyl)alanine and ethylamine: 1H NMR (400 MHz, CDCl3) δ 7.53 (d, J=8.8 Hz, 1H), 7.04 (d, J=2.4 Hz, 1H), 6.84 (dd, J=8.8, 2.7 Hz, 1H), 6.33 (bs, 1H), 4.27 (q, J=7.2 Hz, 1H), 3.40-3.20 (m, 4H), 1.51 (d, J=7.1 Hz, 3H), 1.05 (t, J=7.3 Hz, 3H), 1.04 (m, 1H), 0.68 (m, 2H), 0.34 (m, 2H). Reactants: Cc1cccc(C)c1NN, O=C(Cl)OCCCl, Cl, [Na+], [Na+], O=C([O-])[O-], O, Cc1ccccc1C. Yields the product Cc1cccc(C)c1NNC(=O)OCCCl. RXN SMILES: [CH3:2][c:3]1[c:4]([NH:10][NH2:11])[c:5]([CH3:9])[cH:6][cH:7][cH:8]1.[Cl:18][CH2:19][CH2:20][O:21][C:22](=[O:23])[Cl:24].[ClH:1].[Na+:12].[Na+:13].[O-:14][C:15](=[O:16])[O-:17].[OH2:25].[c:26]1([CH3:27])[c:28]([CH3:29])[cH:30][cH:31][cH:32][cH:33]1>>[CH3:2][c:3]1[c:4]([NH:10][NH:11][C:22]([O:21][CH2:20][CH2:19][Cl:18])=[O:23])[c:5]([CH3:9])[cH:6][cH:7][cH:8]1. The reactants are Clc1nc2ccccc2[nH]1, N#Cc1cccc(N)c1. Product: N#Cc1cccc(Nc2nc3ccccc3[nH]2)c1. As a reaction SMILES: [Cl:1][c:2]1[nH:3][c:4]2[c:5]([n:6]1)[cH:7][cH:8][cH:9][cH:10]2.[NH2:11][c:12]1[cH:13][c:14]([C:15]#[N:16])[cH:17][cH:18][cH:19]1>>[c:2]1([NH:11][c:12]2[cH:13][c:14]([C:15]#[N:16])[cH:17][cH:18][cH:19]2)[nH:3][c:4]2[c:5]([n:6]1)[cH:7][cH:8][cH:9][cH:10]2.